From a dataset of the Open Reaction Database (ORD), a public repository of structured organic reaction records. describe an organic reaction: reactants, conditions, products, and yield Reactants: COC1=CC=C(CN(C=2C=3N(C4=CC=CC=C4N2)C(=C(N3)CC(C)C)CC(C)(O)C)CC3=CC=C(C=C3)OC)C=C1 (1-(4-(bis(4-methoxybenzyl)amino)-2-isobutylimidazo[1,2-a]quinoxalin-1-yl)-2-methylpropan-2-ol). Run in FC(C(=O)O)(F)F (trifluoroacetic acid). Product: NC=1C=2N(C3=CC=CC=C3N1)C(=C(N2)CC(C)C)CC(C)(O)C (1-(4-amino-2-isobutylimidazo[1,2-a]quinoxalin-1-yl)-2-methylpropan-2-ol). The yield is 77.1%. RXN SMILES: COC1C=CC(C[N:8](CC2C=CC(OC)=CC=2)[C:9]2[C:10]3[N:11]([C:19]([CH2:26][C:27]([CH3:30])([OH:29])[CH3:28])=[C:20]([CH2:22][CH:23]([CH3:25])[CH3:24])[N:21]=3)[C:12]3[C:17]([N:18]=2)=[CH:16][CH:15]=[CH:14][CH:13]=3)=CC=1>FC(F)(F)C(O)=O>[NH2:8][C:9]1[C:10]2[N:11]([C:19]([CH2:26][C:27]([CH3:28])([OH:29])[CH3:30])=[C:20]([CH2:22][CH:23]([CH3:25])[CH3:24])[N:21]=2)[C:12]2[C:17]([N:18]=1)=[CH:16][CH:15]=[CH:14][CH:13]=2. Reported procedure: The solution of 1-(4-(bis(4-methoxybenzyl)amino)-2-isobutylimidazo[1,2-a]quinoxalin-1-yl)-2-methylpropan-2-ol (15 mg, 0.027 mmol) in 1 mL of trifluoroacetic acid was stirred at 70° C. for 6 hours. The solvent was removed under reduced pressure. And then 10 mL of saturated aqueous sodium bicarbonate was added. The resulting mixture was extracted with 70 mL of ethyl acetate. The organic layer was separated and then washed with water (15 mL), brine (15 mL), dried over MgSO4, filtered and concentrat...